Dataset: the Open Reaction Database (ORD), a public repository of structured organic reaction records. Task: describe an organic reaction: reactants, conditions, products, and yield Starting materials: CC(OCC)=O (EA), ice water, FC1=C(CO)C=C(C=C1F)F (2,3,5-trifluorobenzyl alcohol), ice water, [H-].[Na+] (sodium hydride), ice water, FC1=C(C#N)C(=CC=C1)F (2,6-difluorobenzonitrile). The solvent is CN(C)C=O (DMF), CN(C)C=O (DMF), CN(C)C=O (DMF). Reaction conditions: time 1 hour. Product: FC1=C(C#N)C(=CC=C1)OCC1=C(C(=CC(=C1)F)F)F (2-fluoro-6-(2,3,5-trifluorobenzyloxy)-benzonitrile). The yield is 72.9%. RXN SMILES: [H-].[Na+].[F:3][C:4]1[C:11]([F:12])=[CH:10][C:9]([F:13])=[CH:8][C:5]=1[CH2:6][OH:7].[F:14][C:15]1[CH:22]=[CH:21][CH:20]=[C:19](F)[C:16]=1[C:17]#[N:18].CC(=O)OCC>CN(C=O)C>[F:14][C:15]1[CH:22]=[CH:21][CH:20]=[C:19]([O:7][CH2:6][C:5]2[CH:8]=[C:9]([F:13])[CH:10]=[C:11]([F:12])[C:4]=2[F:3])[C:16]=1[C:17]#[N:18] |f:0.1|. Procedure details: To a cold (ice water) suspension of sodium hydride (407 mg; 10 mmol) in anhydrous DMF (4 mL) is added a solution of 2,3,5-trifluorobenzyl alcohol (1.62 g; 10 mmol) in anhydrous DMF (5 mL) over 10 minutes. After allowing to room temperature over 1 hour, this solution is added to a cold (ice water) stirred solution of 2,6-difluorobenzonitrile (1.56 gm; 11 mmol) in anhydrous DMF (5 mL), and allowed to room temperature over 3 hours. TLC (25% EA/Hex) was incomplete so the reaction was continued at ro... Reactants: C(C)(C)(C)C=1C=C(CC2NC(OC2C2=CC(=CC=C2)Cl)=O)C=CC1 ((4RS,5SR)-4-[3-(tert-butyl)benzyl]-5-(3-chlorophenyl)-1,3-oxazolidin-2-one), [OH-].[Na+] (sodium hydroxide). The solvent is C(C)O (ethanol), C(C)O (ethanol). Product: NC(C(O)C1=CC(=CC=C1)Cl)CC1=CC(=CC=C1)C(C)(C)C ((1RS,2SR)-2-amino-3-[3-(tert-butyl)phenyl]-1-(3-chlorophenyl)-1-propanol). Isolated yield 55.5%. RXN SMILES: [C:1]([C:5]1[CH:6]=[C:7]([CH:22]=[CH:23][CH:24]=1)[CH2:8][CH:9]1[CH:13]([C:14]2[CH:19]=[CH:18][CH:17]=[C:16]([Cl:20])[CH:15]=2)[O:12]C(=O)[NH:10]1)([CH3:4])([CH3:3])[CH3:2].[OH-].[Na+]>C(O)C>[NH2:10][CH:9]([CH2:8][C:7]1[CH:22]=[CH:23][CH:24]=[C:5]([C:1]([CH3:4])([CH3:3])[CH3:2])[CH:6]=1)[CH:13]([C:14]1[CH:19]=[CH:18][CH:17]=[C:16]([Cl:20])[CH:15]=1)[OH:12] |f:1.2|. Reported procedure: To a solution of (4RS,5SR)-4-[3-(tert-butyl)benzyl]-5-(3-chlorophenyl)-1,3-oxazolidin-2-one (2.36 g, 6.86 mmol) in ethanol (60 ml) was added 8N aqueous sodium hydroxide (4.3 ml, 34.3 mmol), and the mixture was heated under reflux for 5 hrs. After the completion of the reaction, ethanol was evaporated under reduced pressure. The residue was diluted with water and extracted with ethyl acetate. The organic layers were combined, washed with saturated brine, dried over anhydrous magnesium sulfate, fi... The reactants are Cc1nc(-n2cc(C(O)c3ccccc3)nn2)sc1C(=O)NCc1ccccc1, ClCCl. Yields the product Cc1nc(-n2cc(C(=O)c3ccccc3)nn2)sc1C(=O)NCc1ccccc1. Reaction SMILES: [CH2:1]([c:2]1[cH:3][cH:4][cH:5][cH:6][cH:7]1)[NH:8][C:9](=[O:10])[c:11]1[c:12]([CH3:29])[n:13][c:14](-[n:16]2[n:17][n:18][c:19]([CH:21]([c:22]3[cH:23][cH:24][cH:25][cH:26][cH:27]3)[OH:28])[cH:20]2)[s:15]1.[Cl:30][CH2:31][Cl:32]>>[CH2:1]([c:2]1[cH:3][cH:4][cH:5][cH:6][cH:7]1)[NH:8][C:9](=[O:10])[c:11]1[c:12]([CH3:29])[n:13][c:14](-[n:16]2[n:17][n:18][c:19]([C:21]([c:22]3[cH:23][cH:24][cH:25][cH:26][cH:27]3)=[O:28])[cH:20]2)[s:15]1. Starting materials: Nc1ccc(-c2nn(C3CCC(=O)CC3)c3ncnc(N)c23)cc1F, Cc1cccc(N=C=O)c1, c1ccncc1. Yields the product Cc1cccc(NC(=O)Nc2ccc(-c3nn(C4CCC(=O)CC4)c4ncnc(N)c34)cc2F)c1. As a reaction SMILES: [NH2:11][c:12]1[c:13]2[c:14]([n:15][cH:16][n:17]1)[n:18]([CH:29]1[CH2:30][CH2:31][C:32](=[O:35])[CH2:33][CH2:34]1)[n:19][c:20]2-[c:21]1[cH:22][c:23]([F:28])[c:24]([NH2:27])[cH:25][cH:26]1.[c:1]1([CH3:10])[cH:2][c:3]([N:7]=[C:8]=[O:9])[cH:4][cH:5][cH:6]1.[cH:36]1[cH:37][cH:38][n:39][cH:40][cH:41]1>>[c:1]1([CH3:10])[cH:2][c:3]([NH:7][C:8](=[O:9])[NH:27][c:24]2[c:23]([F:28])[cH:22][c:21](-[c:20]3[c:13]4[c:12]([NH2:11])[n:17][cH:16][n:15][c:14]4[n:18]([CH:29]4[CH2:30][CH2:31][C:32](=[O:35])[CH2:33][CH2:34]4)[n:19]3)[cH:26][cH:25]2)[cH:4][cH:5][cH:6]1. The reactants are BrC1=NC=CC=C1 (2-bromopyridine), C(CCC)[Li] (n-butyllithium), C1CCOC1 (THF), C(#N)C1(CCN(CC1)C(=O)OC(C)(C)C)C1=CC(=C(C=C1)Cl)Cl (tert-butyl 4-cyano-4-(3,4-dichlorophenyl)piperidine-1-carboxylate), C1CCOC1 (THF). The solvent is [NH4+].[Cl-] (NH4Cl). Run at time 30 minute. Yields the product ClC=1C=C(C=CC1Cl)C1(C=CNC=C1)C(=O)C1N(CCCC1)C(=O)OC(C)(C)C (tert-butyl 4-(3,4-dichlorophenyl)-4-picolinoylpiperidine-1-carboxylate). Reaction SMILES: Br[C:2]1[CH:7]=CC=C[N:3]=1.[CH2:8]([Li])[CH2:9][CH2:10][CH3:11].C([C:15]1([C:28]2[CH:33]=[CH:32][C:31]([Cl:34])=[C:30]([Cl:35])[CH:29]=2)[CH2:20][CH2:19][N:18]([C:21]([O:23][C:24]([CH3:27])([CH3:26])[CH3:25])=[O:22])[CH2:17][CH2:16]1)#N.C1C[O:39]CC1>[NH4+].[Cl-]>[Cl:35][C:30]1[CH:29]=[C:28]([C:15]2([C:20]([CH:19]3[CH2:11][CH2:10][CH2:9][CH2:8][N:18]3[C:21]([O:23][C:24]([CH3:26])([CH3:27])[CH3:25])=[O:22])=[O:39])[CH:16]=[CH:17][NH:3][CH:2]=[CH:7]2)[CH:33]=[CH:32][C:31]=1[Cl:34] |f:4.5|. Reported procedure: To a solution of 2-bromopyridine (0.768 g, 4.86 mmol) in dry THF (20 mL) was added n-butyllithium (2.5 M in hexane, 0.6 mL, 4.86 mmol) at −78° C. After stirring for 30 minutes, the solution of Example 140A (1.2 g, 3.24 mmol) in THF (5 mL) was added. The mixture was stirred at −78° C. for 30 minutes, diluted with saturated NH4Cl (2×20 mL) and extracted with EtOAc (2×20 mL). The combined organic layers were dried over Na2SO4, filtered, and concentrated. The resulting residue was purified by column... The reactants are O=S(=O)(O)Cl, O=S(=O)(c1ccccc1F)C(F)(F)F. Yields the product O=S(=O)(Cl)c1ccc(F)c(S(=O)(=O)C(F)(F)F)c1. As a reaction SMILES: [Cl:15][S:16](=[O:17])(=[O:18])[OH:19].[F:1][c:2]1[c:3]([S:8](=[O:9])(=[O:10])[C:11]([F:12])([F:13])[F:14])[cH:4][cH:5][cH:6][cH:7]1>>[F:1][c:2]1[c:3]([S:8](=[O:9])(=[O:10])[C:11]([F:12])([F:13])[F:14])[cH:4][c:5]([S:16]([Cl:15])(=[O:17])=[O:18])[cH:6][cH:7]1. Starting materials: COc1cc(Br)c(OC)c(CC#N)c1, CC(=O)O, O, O=S(=O)(O)O. Product: COc1cc(Br)c(OC)c(CC(=O)O)c1. RXN SMILES: [Br:1][c:2]1[c:3]([O:13][CH3:14])[c:4]([CH2:10][C:11]#[N:12])[cH:5][c:6]([O:8][CH3:9])[cH:7]1.[C:15]([CH3:16])(=[O:17])[OH:18].[OH2:19].[S:20](=[O:21])(=[O:22])([OH:23])[OH:24]>>[Br:1][c:2]1[c:3]([O:13][CH3:14])[c:4]([CH2:16][C:15](=[O:17])[OH:18])[cH:5][c:6]([O:8][CH3:9])[cH:7]1.